Task: describe an organic reaction: reactants, conditions, products, and yield. Dataset: the Open Reaction Database (ORD), a public repository of structured organic reaction records The reactants are BrBr, CO, CCOC(C)=O, Cc1cc(Cl)nnc1N, Cc1cc(N)nnc1Cl, [Na+], O=C([O-])O. Yields the product Cc1c(Cl)nnc(N)c1Br. As a reaction SMILES: [Br:24][Br:25].[CH3:26][OH:27].[CH3:28][CH2:29][O:30][C:31]([CH3:32])=[O:33].[Cl:10][c:11]1[n:12][n:13][c:14]([NH2:15])[c:16]([CH3:17])[cH:18]1.[Cl:1][c:2]1[c:3]([CH3:9])[cH:4][c:5]([NH2:8])[n:6][n:7]1.[Na+:23].[O-:19][C:20]([OH:21])=[O:22]>>[Cl:1][c:2]1[c:3]([CH3:9])[c:4]([Br:24])[c:5]([NH2:8])[n:6][n:7]1. Reactants: CC(C)(C)OC(=O)NCCN1CCC(Nc2nc3ccccc3n2COCCc2cccc(Br)n2)CC1, Br, CC(C)O, CC(=O)O. Yields the product NCCN1CCC(Nc2nc3ccccc3n2COCCc2cccc(Br)n2)CC1. Reaction SMILES: [Br:1][c:2]1[cH:3][cH:4][cH:5][c:6]([CH2:8][CH2:9][O:10][CH2:11][n:12]2[c:13]([NH:21][CH:22]3[CH2:23][CH2:24][N:25]([CH2:28][CH2:29][NH:30][C:31](=[O:32])[O:33][C:34]([CH3:35])([CH3:36])[CH3:37])[CH2:26][CH2:27]3)[n:14][c:15]3[c:16]2[cH:17][cH:18][cH:19][cH:20]3)[n:7]1.[BrH:42].[CH3:38][CH:39]([OH:40])[CH3:41].[CH3:43][C:44](=[O:45])[OH:46]>>[Br:1][c:2]1[cH:3][cH:4][cH:5][c:6]([CH2:8][CH2:9][O:10][CH2:11][n:12]2[c:13]([NH:21][CH:22]3[CH2:23][CH2:24][N:25]([CH2:28][CH2:29][NH2:30])[CH2:26][CH2:27]3)[n:14][c:15]3[c:16]2[cH:17][cH:18][cH:19][cH:20]3)[n:7]1. Reactants: ClC=1C=CC(=C(C1)C1=CC(N(C=C1OC)C(C(=O)NC1=CC=C(C(=O)OC(C)(C)C)C=C1)CCOC(F)(F)F)=O)OC(F)F (tert-butyl 4-{[2-{4-[5-chloro-2-(difluoromethoxy)phenyl]-5-methoxy-2-oxopyridin-1(2H)-yl}-4-(trifluoromethoxy)butanoyl]amino}benzoate), C(=O)(C(F)(F)F)O (TFA). The product is ClC=1C=CC(=C(C1)C1=CC(N(C=C1OC)C(C(=O)NC1=CC=C(C(=O)O)C=C1)CCOC(F)(F)F)=O)OC(F)F (4-{[2-{4-[5-Chloro-2-(difluoromethoxy)phenyl]-5-methoxy-2-oxopyridin-1(2H)-yl}-4-(trifluoromethoxy)butanoyl]amino}benzoic acid). Reaction SMILES: [Cl:1][C:2]1[CH:3]=[CH:4][C:5]([O:41][CH:42]([F:44])[F:43])=[C:6]([C:8]2[C:13]([O:14][CH3:15])=[CH:12][N:11]([CH:16]([CH2:33][CH2:34][O:35][C:36]([F:39])([F:38])[F:37])[C:17]([NH:19][C:20]3[CH:32]=[CH:31][C:23]([C:24]([O:26]C(C)(C)C)=[O:25])=[CH:22][CH:21]=3)=[O:18])[C:10](=[O:40])[CH:9]=2)[CH:7]=1.C(O)(C(F)(F)F)=O>>[Cl:1][C:2]1[CH:3]=[CH:4][C:5]([O:41][CH:42]([F:43])[F:44])=[C:6]([C:8]2[C:13]([O:14][CH3:15])=[CH:12][N:11]([CH:16]([CH2:33][CH2:34][O:35][C:36]([F:39])([F:38])[F:37])[C:17]([NH:19][C:20]3[CH:32]=[CH:31][C:23]([C:24]([OH:26])=[O:25])=[CH:22][CH:21]=3)=[O:18])[C:10](=[O:40])[CH:9]=2)[CH:7]=1. Procedure: 195 mg (0.29 mmol) of tert-butyl 4-{[2-{4-[5-chloro-2-(difluoromethoxy)phenyl]-5-methoxy-2-oxopyridin-1(2H)-yl}-4-(trifluoromethoxy)butanoyl]amino}benzoate (racemate) were hydrolysed with TFA according to General Method 2. The crude product was purified by preparative HPLC (Reprosil C18, water/acetonitrile gradient). Yield: 84 mg (50% of theory) Starting materials: N1=C(C)C=CC2=CC=CC=C12 (quinaldine), NOS(=O)(=O)O (hydroxylamine-O-sulfonic acid), CO (methanol), S(O)(O)(=O)=O (sulfuric acid). Reagents/catalysts: O.O.O.O.O.O.O.S(=O)(=O)([O-])[O-].[Fe+2] (iron (II) sulfate heptahydrate), [Fe] (iron). Solvent: O (water). Conditions: temperature 0 celsius, time 10 minute. Product: OCC1=CC(=NC2=CC=CC=C12)C (4-hydroxymethyl-2-methyl quinoline). Yield: 52.0%. Reaction SMILES: [N:1]1[C:11]2[C:6](=[CH:7][CH:8]=[CH:9][CH:10]=2)[CH:5]=[CH:4][C:2]=1[CH3:3].[CH3:12][OH:13].S(=O)(=O)(O)O.NOS(O)(=O)=O>O.O.O.O.O.O.O.S([O-])([O-])(=O)=O.[Fe+2].[Fe].O>[OH:13][CH2:12][C:5]1[C:6]2[C:11](=[CH:10][CH:9]=[CH:8][CH:7]=2)[N:1]=[C:2]([CH3:3])[CH:4]=1 |f:4.5.6.7.8.9.10.11.12|. Procedure: To a 25 mL round-bottomed flask equipped with a magnetic stirrer and under a N2 (g) purge was placed sequentially: quinaldine (0.57 g, 4.0 mmol), methanol (8 mL), and water (4 mL). The solution was cooled to 0° C. prior to the sequential addition of: concentrated sulfuric acid (0.2 mL, 4 mmol), iron (II) sulfate heptahydrate (0.33 g, 1.2 mmol), and iron powder (0.067 g, 1.2 mmol). After stirring the heterogeneous mixture for 10 min, hydroxylamine-O-sulfonic acid (HOSA) (1.36 g, 12 mmol) was adde... Starting materials: 8-oxononan-1-ol ethylene ketol, O.C1(=CC=C(C=C1)S(=O)(=O)O)C (p-toluenesulfonic acid monohydrate), CC(=O)C (acetone). Conditions: time 16 hour. Product: O=C(CCCCCCCO)C (8-oxononan-1-ol). Reaction SMILES: [OH2:1].[C:2]1([CH3:12])[CH:7]=[CH:6][C:5](S(O)(=O)=O)=[CH:4][CH:3]=1.[CH3:13][C:14](C)=[O:15]>>[O:1]=[C:2]([CH3:12])[CH2:7][CH2:6][CH2:5][CH2:4][CH2:3][CH2:13][CH2:14][OH:15] |f:0.1|. Procedure details: A solution containing 56.6 g of 8-oxononan-1-ol ethylene ketol (prepared in Example 22 B-5) in 210 ml acetone and 50 mg p-toluenesulfonic acid monohydrate was stirred at room temperature for about 15 to 17 hr. The acetone was removed in vacuo to yield the title compound having the following physical characteristics: Starting materials: C1(CCCCC1)C(C(=O)O)N1C(=NC2=C1C=C(C(=C2)F)F)C=2C(=NC(=CC2)OC)OC (cyclohexyl-[2-(2,6-dimethoxy-pyridin-3-yl)-5,6-difluoro-benzoimidazol-1-yl]-acetic acid), ClC1=CC=C(C=C1)C1=NC2=C(N1C(C(=O)O)C1CCCCC1)C=C(C(=C2)F)F ([2-(4-chloro-phenyl)-5,6-difluoro-benzoimidazol-1-yl]-cyclohexyl-acetic acid), ClC1=CC=C(C=C1)C1=NC2=C(N1C(C(=O)O)C1CCCCC1)C=C(C(=C2)F)F ([2-(4-chloro-phenyl)-5,6-difluoro-benzoimidazol-1-yl]-cyclohexyl-acetic acid), Cl.N[C@@H]1CC[C@H](CC1)O (trans-4-amino-cyclohexanol hydrochloride), Cl.C(C)OC(C[C@@H]1CC[C@H](CC1)N)=O (trans-(4-amino-cyclohexyl)-acetic acid ethyl ester hydrochloride). Yields the product C(C)OC(CC1CCC(CC1)NC(C(C1CCCCC1)N1C(=NC2=C1C=C(C(=C2)F)F)C2=CC=C(C=C2)Cl)=O)=O ((4-{2-[2-(4-Chloro-phenyl)-5,6-difluoro-benzoimidazol-1-yl]-2-cyclohexyl-acetylamino}-cyclohexyl)-acetic acid ethyl ester). Reaction SMILES: C1(C(N2C3C=C(F)C(F)=CC=3N=C2C2C(OC)=NC(OC)=CC=2)C(O)=O)CCCCC1.[Cl:32][C:33]1[CH:38]=[CH:37][C:36]([C:39]2[N:43]([CH:44]([CH:48]3[CH2:53][CH2:52][CH2:51][CH2:50][CH2:49]3)[C:45](O)=[O:46])[C:42]3[CH:54]=[C:55]([F:59])[C:56]([F:58])=[CH:57][C:41]=3[N:40]=2)=[CH:35][CH:34]=1.Cl.N[C@H]1CC[C@H](O)CC1.Cl.[CH2:70]([O:72][C:73](=[O:82])[CH2:74][C@H:75]1[CH2:80][CH2:79][C@H:78]([NH2:81])[CH2:77][CH2:76]1)[CH3:71]>>[CH2:70]([O:72][C:73](=[O:82])[CH2:74][CH:75]1[CH2:76][CH2:77][CH:78]([NH:81][C:45](=[O:46])[CH:44]([N:43]2[C:42]3[CH:54]=[C:55]([F:59])[C:56]([F:58])=[CH:57][C:41]=3[N:40]=[C:39]2[C:36]2[CH:35]=[CH:34][C:33]([Cl:32])=[CH:38][CH:37]=2)[CH:48]2[CH2:49][CH2:50][CH2:51][CH2:52][CH2:53]2)[CH2:79][CH2:80]1)[CH3:71] |f:2.3,4.5|. Reported procedure: The title compound was prepared in analogy to example 8 replacing cyclohexyl-[2-(2,6-dimethoxy-pyridin-3-yl)-5,6-difluoro-benzoimidazol-1-yl]-acetic acid with [2-(4-chloro-phenyl)-5,6-difluoro-benzoimidazol-1-yl]-cyclohexyl-acetic acid (example 22, intermediate c) and trans-4-amino-cyclohexanol hydrochloride with trans-(4-amino-cyclohexyl)-acetic acid ethyl ester hydrochloride ([CAS RN 76308-26-4]). MS (ES+): 572 (M+H).